The task is: describe an organic reaction: reactants, conditions, products, and yield. This data is from the Open Reaction Database (ORD), a public repository of structured organic reaction records. Reactants: Cl.C1(CCCCC1)N(C(=O)NC=1SC(=CN1)CN1CCNCC1)C1CCCCC1 (1,1-dicyclohexyl-3-(5-piperazin-1-ylmethyl-thiazol-2-yl)-urea hydrochloride), CCN(C(C)C)C(C)C (DIEA), C(CCC)S(=O)(=O)Cl (butane-1-sulfonyl chloride). The product is C(CCC)S(=O)(=O)N1CCN(CC1)CC1=CN=C(S1)NC(N(C1CCCCC1)C1CCCCC1)=O (3-{5-[4-(Butane-1-sulfonyl)-piperazin-1-ylmethyl]-thiazol-2-yl}-1,1-dicyclohexyl-urea). Yield: 60.2%. As a reaction SMILES: Cl.[CH:2]1([N:8]([CH:24]2[CH2:29][CH2:28][CH2:27][CH2:26][CH2:25]2)[C:9]([NH:11][C:12]2[S:13][C:14]([CH2:17][N:18]3[CH2:23][CH2:22][NH:21][CH2:20][CH2:19]3)=[CH:15][N:16]=2)=[O:10])[CH2:7][CH2:6][CH2:5][CH2:4][CH2:3]1.CCN(C(C)C)C(C)C.[CH2:39]([S:43](Cl)(=[O:45])=[O:44])[CH2:40][CH2:41][CH3:42]>>[CH2:39]([S:43]([N:21]1[CH2:22][CH2:23][N:18]([CH2:17][C:14]2[S:13][C:12]([NH:11][C:9](=[O:10])[N:8]([CH:2]3[CH2:7][CH2:6][CH2:5][CH2:4][CH2:3]3)[CH:24]3[CH2:29][CH2:28][CH2:27][CH2:26][CH2:25]3)=[N:16][CH:15]=2)[CH2:19][CH2:20]1)(=[O:45])=[O:44])[CH2:40][CH2:41][CH3:42] |f:0.1|. Reported procedure: Prepared as described in general procedure (Q) using 1,1-dicyclohexyl-3-(5-piperazin-1-ylmethyl-thiazol-2-yl)-urea hydrochloride (30 mg, 0.06 mmol), DIEA (32 μL, 0.18 mmol) and butane-1-sulfonyl chloride (16 μL, 0.12 mmol) to afford 19 mg (61%) of the desired product after purification. Starting materials: C(C)(C)(C)OC(CC1=C(C=CC=C1)CBr)=O (2-bromomethylphenylacetic acid t-butyl ester), [N-]=[N+]=[N-].[Na+] (sodium azide). Run in C(C)(=O)OCC (ethyl acetate), CN(C)C=O (DMF). Reaction conditions: temperature 65 celsius, time 3 hour. Yields the product C(C)(C)(C)OC(CC1=C(C=CC=C1)CN=[N+]=[N-])=O (2-Azidomethylphenylacetic acid t-butyl ester). Reaction SMILES: [C:1]([O:5][C:6](=[O:16])[CH2:7][C:8]1[CH:13]=[CH:12][CH:11]=[CH:10][C:9]=1[CH2:14]Br)([CH3:4])([CH3:3])[CH3:2].[N-:17]=[N+:18]=[N-:19].[Na+]>CN(C=O)C.C(OCC)(=O)C>[C:1]([O:5][C:6](=[O:16])[CH2:7][C:8]1[CH:13]=[CH:12][CH:11]=[CH:10][C:9]=1[CH2:14][N:17]=[N+:18]=[N-:19])([CH3:4])([CH3:3])[CH3:2] |f:1.2|. Reported procedure: To a solution of crude 2-bromomethylphenylacetic acid t-butyl ester (0.349 mol) in 600 mL DMF was added 34.1 g (0.524 mol) sodium azide and the mixture stirred at 65° C. for 3 h. After cooling to ambient temperature, the mixture was diluted with 1.2 L ethyl acetate. The organic layer was washed with water (3×800 mL), dried over sodium sulfate, filtered and concentrated in vacuo to give the titled compound as a yellow oil. This material was used without further purification.